From a dataset of the Open Reaction Database (ORD), a public repository of structured organic reaction records. describe an organic reaction: reactants, conditions, products, and yield Starting materials: CN(C1=CC(=C(C(=O)/N=C/N(C)C)C(=C1)C)F)C (4-Dimethylamino-N-[1-dimethylamino-meth-(E)-ylidene]-2-fluoro-6-methyl-benzamide), CC(C)([O-])C.[K+] (potassium tert-butoxide), C(CC(O)(C(=O)O)CC(=O)O)(=O)O (citric acid). The solvent is C1CCOC1 (THF). Conditions: time 1 hour. Product: CN(C=1C=C2C=CNC(C2=C(C1)F)=O)C (6-Dimethylamino-8-fluoro-2H-isoquinolin-1-one). Isolated yield 17.9%. RXN SMILES: [CH3:1][N:2]([CH3:18])[C:3]1[CH:15]=[C:14]([CH3:16])[C:6]([C:7](/[N:9]=[CH:10]/N(C)C)=[O:8])=[C:5]([F:17])[CH:4]=1.CC(C)([O-])C.[K+].C(O)(=O)CC(CC(O)=O)(C(O)=O)O>C1COCC1>[CH3:1][N:2]([CH3:18])[C:3]1[CH:15]=[C:14]2[C:6](=[C:5]([F:17])[CH:4]=1)[C:7](=[O:8])[NH:9][CH:10]=[CH:16]2 |f:1.2|. Reported procedure: To the clear solution of 4-Dimethylamino-N-[1-dimethylamino-meth-(E)-ylidene]-2-fluoro-6-methyl-benzamide (0.709 g, 2.82 mmol) in THF (2 mL) was added potassium tert-butoxide (2.8 mL, 1.0 M THF, 1.0 eq.), and the resultant brown, homogeneous reaction mixture was refluxed. After 1 h., the reaction mixture was quenched with 1M citric acid (1 eq.), dried (MgSO4), filtered, and concentrated in vacuo to give a yellow solid, which was purified by preparative plate (50% 60/10/1 CH2Cl2/MeOH/NH4OH in CH2... Reactants: C(C1=CC=CC=C1)OC(=O)NCC=1SC(=C(N1)C1=CC=C(C=C1)OC)C=1C=NC=CC1 (2-(benzyloxycarbonylaminomethyl)-4-(4-methoxyphenyl)-5-(3-pyridyl)-1,3-thiazole), Cl (HCl). Run in O1CCCC1 (tetrahydrofuran). Run at temperature 80 celsius, time 2 hour. The product is NCC=1SC(=C(N1)C1=CC=C(C=C1)OC)C=1C=NC=CC1 (2-(aminomethyl)-4-(4-methoxyphenyl)-5-(3-pyridyl)-1,3-thiazole). Isolated yield 60.5%. Reaction SMILES: C(OC([NH:11][CH2:12][C:13]1[S:14][C:15]([C:26]2[CH:27]=[N:28][CH:29]=[CH:30][CH:31]=2)=[C:16]([C:18]2[CH:23]=[CH:22][C:21]([O:24][CH3:25])=[CH:20][CH:19]=2)[N:17]=1)=O)C1C=CC=CC=1.Cl>O1CCCC1>[NH2:11][CH2:12][C:13]1[S:14][C:15]([C:26]2[CH:27]=[N:28][CH:29]=[CH:30][CH:31]=2)=[C:16]([C:18]2[CH:19]=[CH:20][C:21]([O:24][CH3:25])=[CH:22][CH:23]=2)[N:17]=1. Reported procedure: In 10 ml of tetrahydrofuran was dissolved 1.2 g of 2-(benzyloxycarbonylaminomethyl)-4-(4-methoxyphenyl)-5-(3-pyridyl)-1,3-thiazole obtained by Example 11. To the solution was added 10 ml of 5N-HCl, and the mixture was stirred for 2 hours at 80° C. Tetrahydrofuran was evaporated off under reduced pressure. The remaining aqueous layer was made alkaline with 2N-NaOH, which was subjected to extraction with ethyl acetate. The extract was washed with water and dried, then the solvent was evaporated of... Reactants: COCCOC, [H-], [Na+], O=C1CCCC1c1ccccc1. Product: CC1(c2ccccc2)CCCC1=O. RXN SMILES: [CH3:15][O:16][CH2:17][CH2:18][O:19][CH3:20].[H-:2].[Na+:1].[c:3]1([CH:9]2[C:10](=[O:14])[CH2:11][CH2:12][CH2:13]2)[cH:4][cH:5][cH:6][cH:7][cH:8]1>>[c:3]1([C:9]2([CH3:15])[C:10](=[O:14])[CH2:11][CH2:12][CH2:13]2)[cH:4][cH:5][cH:6][cH:7][cH:8]1.